Dataset: the Open Reaction Database (ORD), a public repository of structured organic reaction records. Task: describe an organic reaction: reactants, conditions, products, and yield Starting materials: Br, O=N[O-], Nc1ccc2c(cnn2CCN2CCCC2)c1, [Na+], O. Product: Brc1ccc2c(cnn2CCN2CCCC2)c1. RXN SMILES: [BrH:22].[N:18]([O-:19])=[O:20].[N:1]1([CH2:6][CH2:7][n:8]2[n:9][cH:10][c:11]3[cH:12][c:13]([NH2:17])[cH:14][cH:15][c:16]23)[CH2:2][CH2:3][CH2:4][CH2:5]1.[Na+:21].[OH2:23]>>[N:1]1([CH2:6][CH2:7][n:8]2[n:9][cH:10][c:11]3[cH:12][c:13]([Br:22])[cH:14][cH:15][c:16]23)[CH2:2][CH2:3][CH2:4][CH2:5]1. The reactants are ClCCCl, ClCCl, Cl, CCCCC(CC(OC)c1ccc(F)cc1)C(=O)O, [Na+], O=C([O-])O, NOC1CCCCO1, On1nnc2ccccc21. Product: CCCCC(CC(OC)c1ccc(F)cc1)C(=O)NOC1CCCCO1. RXN SMILES: [CH2:43]([Cl:44])[CH2:45][Cl:46].[Cl:48][CH2:49][Cl:50].[ClH:47].[F:24][c:25]1[cH:26][cH:27][c:28]([CH:31]([CH2:32][CH:33]([C:34](=[O:35])[OH:36])[CH2:37][CH2:38][CH2:39][CH3:40])[O:41][CH3:42])[cH:29][cH:30]1.[Na+:23].[O-:19][C:20]([OH:21])=[O:22].[O:1]1[CH:2]([O:7][NH2:8])[CH2:3][CH2:4][CH2:5][CH2:6]1.[OH:9][n:10]1[c:11]2[c:12]([cH:13][cH:14][cH:15][cH:16]2)[n:17][n:18]1>>[O:1]1[CH:2]([O:7][NH:8][C:34]([CH:33]([CH2:32][CH:31]([c:28]2[cH:27][cH:26][c:25]([F:24])[cH:30][cH:29]2)[O:41][CH3:42])[CH2:37][CH2:38][CH2:39][CH3:40])=[O:35])[CH2:3][CH2:4][CH2:5][CH2:6]1.